From a dataset of the Open Reaction Database (ORD), a public repository of structured organic reaction records. describe an organic reaction: reactants, conditions, products, and yield Starting materials: NC1=CC=CC=C1 (Aniline), O1CCOCC1 (dioxane), O1CC1CC (1,2-epoxy butane), [F-].[K+] (potassium fluoride). Run in O (water), O (water), C(Cl)Cl (methylene chloride). Product: C1(=CC=CC=C1)NCC(CC)O (1-Phenylamino-2-butanol). As a reaction SMILES: [NH2:1][C:2]1[CH:7]=[CH:6][CH:5]=[CH:4][CH:3]=1.O1CCOCC1.[O:14]1[CH:16]([CH2:17][CH3:18])[CH2:15]1.[F-].[K+]>O.C(Cl)Cl>[C:2]1([NH:1][CH2:15][CH:16]([OH:14])[CH2:17][CH3:18])[CH:7]=[CH:6][CH:5]=[CH:4][CH:3]=1 |f:3.4|. Procedure: Aniline, (102.3 g, 1.1 mole) was added to 50 ml of dioxane, 108 g of 1,2-epoxy butane and 1 g of potassium fluoride in 25 ml of water. The mixture heated to reflux for 30 hours. The mixture was poured into water, taken up in 200 ml of methylene chloride, dried over anhydrous magnesium sulfate and stripped under vacuum. The residue was distilled under vacuum and the product, b.p. 98°-106° C. at 0.15 mm, weighed 94 g and was 97% pure by GLPC. It was characterized by IR and NMR. The reactants are N(=C=O)[C@](N)(C(C)C)C(=O)O (α-isocyanato-L-valine), CN(C)C=1SC=C(N1)CNC (2-(N,N-dimethylamino)-4-(((N-methyl)amino)methyl)thiazole), ClCCl (dichloromethane), ClCCl (dichloromethane). Reaction conditions: time 16 hour. The product is COC([C@@H](NC(=O)N(CC=1N=C(SC1)N(C)C)C)C(C)C)=O (N-((N-Methyl-N-(((N,N-dimethylamino)-4-thiazolyl)methyl)amino)carbonyl)-L-valine Methyl Ester). The yield is 34.0%. RXN SMILES: [N:1]([C@@:4]([C:9]([OH:11])=[O:10])([CH:6]([CH3:8])[CH3:7])N)=[C:2]=[O:3].[CH3:12][N:13]([C:15]1[S:16][CH:17]=[C:18]([CH2:20][NH:21][CH3:22])[N:19]=1)[CH3:14].Cl[CH2:24]Cl>>[CH3:24][O:11][C:9](=[O:10])[C@H:4]([CH:6]([CH3:8])[CH3:7])[NH:1][C:2]([N:21]([CH3:22])[CH2:20][C:18]1[N:19]=[C:15]([N:13]([CH3:12])[CH3:14])[S:16][CH:17]=1)=[O:3]. Procedure: A solution of 741 mg (4.42 mmol) of α-isocyanato-L-valine in in 5 ml of dichloromethane was added to a solution of 720 mg (4.21 mmol) of 2-(N,N-dimethylamino)-4-(((N-methyl)amino)methyl)thiazole in 25 ml of dichloromethane. The resulting solution was stirred at ambient temperature for 16 h, partitioned between chloroform and aqueous NaHCO3, dried over Na2SO4, and concentrated in vacuo. The residue was purified by silica gel chromatography using 2% methanol in chloroform to provide 463 mg (34%) o... Reactants: Brc1nnc2n1C=Cc1ccccc1C2, CO. The product is COc1nnc2n1C=Cc1ccccc1C2. Reaction SMILES: [Br:1][c:2]1[n:3][n:4][c:5]2[n:11]1[CH:10]=[CH:9][c:8]1[c:7]([cH:15][cH:14][cH:13][cH:12]1)[CH2:6]2.[CH3:16][OH:17]>>[c:2]1([O:17][CH3:16])[n:3][n:4][c:5]2[n:11]1[CH:10]=[CH:9][c:8]1[c:7]([cH:15][cH:14][cH:13][cH:12]1)[CH2:6]2. The reactants are CC(=O)Cl, COC1C(C)OC(ONCc2ccc(-c3ncn(-c4ccc(OC(F)(F)F)cc4)n3)cc2)C(OC)C1OC, c1ccncc1. Yields the product COC1C(C)OC(ON(Cc2ccc(-c3ncn(-c4ccc(OC(F)(F)F)cc4)n3)cc2)C(C)=O)C(OC)C1OC. As a reaction SMILES: [CH3:39][C:40]([Cl:41])=[O:42].[F:1][C:2]([O:3][c:4]1[cH:5][cH:6][c:7](-[n:10]2[n:11][c:12](-[c:15]3[cH:16][cH:17][c:18]([CH2:19][NH:20][O:21][CH:22]4[O:23][CH:24]([CH3:34])[CH:25]([O:32][CH3:33])[CH:26]([O:30][CH3:31])[CH:27]4[O:28][CH3:29])[cH:35][cH:36]3)[n:13][cH:14]2)[cH:8][cH:9]1)([F:37])[F:38].[cH:43]1[cH:44][cH:45][n:46][cH:47][cH:48]1>>[F:1][C:2]([O:3][c:4]1[cH:5][cH:6][c:7](-[n:10]2[n:11][c:12](-[c:15]3[cH:16][cH:17][c:18]([CH2:19][N:20]([O:21][CH:22]4[O:23][CH:24]([CH3:34])[CH:25]([O:32][CH3:33])[CH:26]([O:30][CH3:31])[CH:27]4[O:28][CH3:29])[C:40]([CH3:39])=[O:42])[cH:35][cH:36]3)[n:13][cH:14]2)[cH:8][cH:9]1)([F:37])[F:38]. Reactants: CCOC(=O)c1cc(Br)cc(C(=O)OCC)n1, CCO, I, [Na+], O=C([O-])O. Product: CCOC(=O)c1cc(I)cc(C(=O)OCC)n1. As a reaction SMILES: [Br:1][c:2]1[cH:3][c:4]([C:13](=[O:14])[O:15][CH2:16][CH3:17])[n:5][c:6]([C:8](=[O:9])[O:10][CH2:11][CH3:12])[cH:7]1.[CH3:24][CH2:25][OH:26].[IH:18].[Na+:23].[O-:19][C:20]([OH:21])=[O:22]>>[c:2]1([I:18])[cH:3][c:4]([C:13](=[O:14])[O:15][CH2:16][CH3:17])[n:5][c:6]([C:8](=[O:9])[O:10][CH2:11][CH3:12])[cH:7]1. Starting materials: CC1=C(C=CC=C1)S(=O)(=O)N1C=CC2=C(C=CC=C12)C=C (1-[(2-methylphenyl)sulfonyl]-4-vinyl-1H-indole), C(CCC)[Sn](C=C)(CCCC)CCCC (tributyl(vinyl)stannane), Pd(PPh3)2OAc2, BrC1=C2C=CN(C2=CC=C1)S(=O)(=O)C=1SC=CC1 (4-bromo-1-(2-thienylsulfonyl)-1H-indole), BrC1=C2C=CN(C2=CC=C1)S(=O)(=O)C=1SC=CC1 (4-bromo-1-(2-thienylsulfonyl)-1H-indole). Reported procedure: The experimental for Intermediate 15 was followed using 4-bromo-1-(2-thienylsulfonyl)-1H-indole (500 mg, 1.46 mmol; Intermediate 20), tributyl(vinyl)stannane (tot 0.864 mL, 2.92 mmol) and Pd(PPh3)2OAc2 (tot 55 mg, 0.073 mmol). The title compound (333 mg, 79%) was obtained as a colorless solid. MS (ESI+) for C14H11NO2S2 m/z 290 (M+H)+. As a reaction SMILES: C[C:2]1[CH:7]=[CH:6]C=C[C:3]=1[S:8]([N:11]1[C:19]2[C:14](=[C:15]([CH:20]=[CH2:21])[CH:16]=[CH:17][CH:18]=2)[CH:13]=[CH:12]1)(=[O:10])=[O:9].BrC1C=CC=C2C=1C=CN2[S:32](C1SC=CC=1)(=O)=O.C([Sn](CCCC)(CCCC)C=C)CCC>>[S:32]1[CH:6]=[CH:7][CH:2]=[C:3]1[S:8]([N:11]1[C:19]2[C:14](=[C:15]([CH:20]=[CH2:21])[CH:16]=[CH:17][CH:18]=2)[CH:13]=[CH:12]1)(=[O:10])=[O:9]. Product: S1C(=CC=C1)S(=O)(=O)N1C=CC2=C(C=CC=C12)C=C (1-(2-Thienylsulfonyl)-4-vinyl-1H-indole). Isolated yield 79.0%. Starting materials: CCO, COc1ccc(C2=NCCNC2=O)cc1OC. The product is COc1ccc(C2NCCNC2=O)cc1OC. Reaction SMILES: [CH3:18][CH2:19][OH:20].[CH3:1][O:2][c:3]1[cH:4][c:5]([C:11]2=[N:16][CH2:15][CH2:14][NH:13][C:12]2=[O:17])[cH:6][cH:7][c:8]1[O:9][CH3:10]>>[CH3:1][O:2][c:3]1[cH:4][c:5]([CH:11]2[C:12](=[O:17])[NH:13][CH2:14][CH2:15][NH:16]2)[cH:6][cH:7][c:8]1[O:9][CH3:10].